Dataset: the Open Reaction Database (ORD), a public repository of structured organic reaction records. Task: describe an organic reaction: reactants, conditions, products, and yield Starting materials: CC(O)C1CN(Cc2ccccc2)CCN1Cc1ccccc1, CN(C)C=O, [H-], CI, [Na+]. The product is COC(C)C1CN(Cc2ccccc2)CCN1Cc1ccccc1. RXN SMILES: [CH3:1][CH:2]([OH:3])[CH:4]1[N:5]([CH2:17][c:18]2[cH:19][cH:20][cH:21][cH:22][cH:23]2)[CH2:6][CH2:7][N:8]([CH2:10][c:11]2[cH:12][cH:13][cH:14][cH:15][cH:16]2)[CH2:9]1.[CH3:28][N:29]([CH3:30])[CH:31]=[O:32].[H-:24].[I:26][CH3:27].[Na+:25]>>[CH3:1][CH:2]([O:3][CH3:27])[CH:4]1[N:5]([CH2:17][c:18]2[cH:19][cH:20][cH:21][cH:22][cH:23]2)[CH2:6][CH2:7][N:8]([CH2:10][c:11]2[cH:12][cH:13][cH:14][cH:15][cH:16]2)[CH2:9]1. The reactants are [OH-].[Na+] (sodium hydroxide), OC1=CC(=C(C=O)C=C1)OC (4-hydroxy-2-methoxybenzaldehyde), C(C)(=O)O[C@H]1[C@H](O[C@@H]([C@H]([C@@H]1OC(C)=O)OC(C)=O)COC(C)=O)Br (2,3,4,6-tetra-O-acetyl-α-D-glucopyranosyl bromide). The reagents and catalysts are [Br-].C(CCC)[N+](CCCC)(CCCC)CCCC (tetrabutylammonium bromide). The solvent is C(Cl)(Cl)Cl (chloroform). Run at time 1 hour. Product: COC1=C(C=O)C=CC(=C1)O[C@H]1[C@H](OC(C)=O)[C@@H](OC(C)=O)[C@H](OC(C)=O)[C@H](O1)COC(C)=O (2-methoxy-4-[(2,3,4,6-tetra-O-acetyl-β-D-glucopyranosyl) oxy]benzaldehyde). Isolated yield 34.4%. As a reaction SMILES: [OH-].[Na+].[OH:3][C:4]1[CH:11]=[CH:10][C:7]([CH:8]=[O:9])=[C:6]([O:12][CH3:13])[CH:5]=1.[C:14]([O:17][C@@H:18]1[C@@H:23]([O:24][C:25](=[O:27])[CH3:26])[C@H:22]([O:28][C:29](=[O:31])[CH3:30])[C@@H:21]([CH2:32][O:33][C:34](=[O:36])[CH3:35])[O:20][C@@H:19]1Br)(=[O:16])[CH3:15]>[Br-].C([N+](CCCC)(CCCC)CCCC)CCC.C(Cl)(Cl)Cl>[CH3:13][O:12][C:6]1[CH:5]=[C:4]([O:3][C@@H:19]2[O:20][C@H:21]([CH2:32][O:33][C:34](=[O:36])[CH3:35])[C@@H:22]([O:28][C:29](=[O:31])[CH3:30])[C@H:23]([O:24][C:25](=[O:27])[CH3:26])[C@H:18]2[O:17][C:14](=[O:16])[CH3:15])[CH:11]=[CH:10][C:7]=1[CH:8]=[O:9] |f:0.1,4.5|. Reported procedure: A 1N sodium hydroxide aqueous solution (10.4 mL) was added to a solution of 666 mg (4.38 mmol) of 4-hydroxy-2-methoxybenzaldehyde, 1.50 g (3.65 mmol) of 2,3,4,6-tetra-O-acetyl-α-D-glucopyranosyl bromide, and 1.18 g (3.66 mmol) of tetrabutylammonium bromide in chloroform (11 mL) at room temperature, and the mixture was vigorously stirred for 1 hour. The reaction mixture was subjected to extraction with ethyl acetate. After washing with a saturated sodium bicarbonate solution and then with saturat... The reactants are C1(O)=C(O)C(O)=CC=C1 (Pyrogallol), O=O (oxygen), C1(O)=C(O)C(O)=CC=C1 (pyrogallol), OO (hydrogen peroxide). Solvent: O (water), O (water). Product: C1(O)=C(O)C(O)=CC=C1 (pyrogallol), C=1C2=C(C(=C(C1O)O)O)C(=O)C(=CC=C2)O (purpurogallin). As a reaction SMILES: O=O.[C:3]1([CH:11]=[CH:10][CH:9]=[C:7]([OH:8])[C:5]=1[OH:6])[OH:4].OO>O>[C:3]1([CH:11]=[CH:10][CH:9]=[C:7]([OH:8])[C:5]=1[OH:6])[OH:4].[CH:11]1[C:10]2[CH:10]=[CH:9][CH:7]=[C:5]([OH:6])[C:3](=[O:4])[C:9]=2[C:7]([OH:8])=[C:5]([OH:6])[C:3]=1[OH:4]. Procedure: An aliquot of the inventive oxygen-enriched output material was tested for peroxidase activity by using a commercially available horseradish peroxidase and a pyrogallol assay (Sigma). Briefly, pyrogallol stock solution was prepared with deionized water. Pyrogallol measures peroxidase activity of the horseradish peroxidase enzyme on the fluid as it reacts with a substrate (such as hydrogen peroxide), to yield purpurogallin and water. Test fluid with horseradish peroxidase, pyrogallol and the appr... Reactants: COCCCN1C(=O)C(C)(C)c2ccc(CBr)cc21, COc1ccccc1COCCCOc1ccc(C2CCN(C(=O)OC(C)(C)C)CC2O)cc1. Yields the product COCCCN1C(=O)C(C)(C)c2ccc(COC3CN(C(=O)OC(C)(C)C)CCC3c3ccc(OCCCOCc4ccccc4OC)cc3)cc21. RXN SMILES: [Br:35][CH2:36][c:37]1[cH:38][cH:39][c:40]2[c:44]([cH:45]1)[N:43]([CH2:46][CH2:47][CH2:48][O:49][CH3:50])[C:42](=[O:51])[C:41]2([CH3:52])[CH3:53].[OH:1][CH:2]1[CH2:3][N:4]([C:28](=[O:29])[O:30][C:31]([CH3:32])([CH3:33])[CH3:34])[CH2:5][CH2:6][CH:7]1[c:8]1[cH:9][cH:10][c:11]([O:14][CH2:15][CH2:16][CH2:17][O:18][CH2:19][c:20]2[c:21]([O:26][CH3:27])[cH:22][cH:23][cH:24][cH:25]2)[cH:12][cH:13]1>>[O:1]([CH:2]1[CH2:3][N:4]([C:28](=[O:29])[O:30][C:31]([CH3:32])([CH3:33])[CH3:34])[CH2:5][CH2:6][CH:7]1[c:8]1[cH:9][cH:10][c:11]([O:14][CH2:15][CH2:16][CH2:17][O:18][CH2:19][c:20]2[c:21]([O:26][CH3:27])[cH:22][cH:23][cH:24][cH:25]2)[cH:12][cH:13]1)[CH2:36][c:37]1[cH:38][cH:39][c:40]2[c:44]([cH:45]1)[N:43]([CH2:46][CH2:47][CH2:48][O:49][CH3:50])[C:42](=[O:51])[C:41]2([CH3:52])[CH3:53]. Reactants: OOS(=O)[O-].[K+] (Oxone), FC=1C=C(C=CC1SC)C(CC1CCOCC1)C1=CC=C(N1)C1=NC=CC=C1 (2-(5-[1-[3-fluoro-4-(methylsulfanyl)phenyl]-2-(tetrahydro-2H-pyran-4-yl)ethyl]-1H-pyrrol-2-yl)pyridine), O1CCCC1 (tetrahydrofuran), O (water). The solvent is CO (methanol), C(C)(=O)OCC (ethyl acetate). Conditions: time 4 hour. Product: FC=1C=C(C=CC1S(=O)(=O)C)C(CC1CCOCC1)C1=CC=C(N1)C1=NC=CC=C1 (2-(5-{1-[3-fluoro-4-(methylsulfonyl)phenyl]-2-(tetrahydro-2H-pyran-4-yl)ethyl}-1H-pyrrol-2-yl)pyridine). Isolated yield 41.0%. RXN SMILES: [F:1][C:2]1[CH:3]=[C:4]([CH:10]([C:18]2[NH:22][C:21]([C:23]3[CH:28]=[CH:27][CH:26]=[CH:25][N:24]=3)=[CH:20][CH:19]=2)[CH2:11][CH:12]2[CH2:17][CH2:16][O:15][CH2:14][CH2:13]2)[CH:5]=[CH:6][C:7]=1SC.O1CCC[CH2:30]1.O.O[O:36][S:37]([O-:39])=O.[K+]>C(OCC)(=O)C.CO>[F:1][C:2]1[CH:3]=[C:4]([CH:10]([C:18]2[NH:22][C:21]([C:23]3[CH:28]=[CH:27][CH:26]=[CH:25][N:24]=3)=[CH:20][CH:19]=2)[CH2:11][CH:12]2[CH2:17][CH2:16][O:15][CH2:14][CH2:13]2)[CH:5]=[CH:6][C:7]=1[S:37]([CH3:30])(=[O:39])=[O:36] |f:3.4|. Procedure details: To a mixture of 2-(5-[1-[3-fluoro-4-(methylsulfanyl)phenyl]-2-(tetrahydro-2H-pyran-4-yl)ethyl]-1H-pyrrol-2-yl)pyridine (97.8 mg), tetrahydrofuran (2 mL), water (2 mL) and methanol (2 mL) was added Oxone (registered trademark) (159 mg), and the mixture was stirred at room temperature for 4 hr. The reaction mixture was diluted with ethyl acetate, and washed with saturated aqueous sodium hydrogen carbonate solution. The ethyl acetate layer was dried (MgSO4) and concentrated. The residue was subject...